describe an organic reaction: reactants, conditions, products, and yield From a dataset of the Open Reaction Database (ORD), a public repository of structured organic reaction records. Reactants: C1CCOC1, Cn1nccc1-c1csc(C(=O)O)c1, O=C1CCC(=O)N1Cl. The product is Cn1ncc(Cl)c1-c1csc(C(=O)O)c1. Reaction SMILES: [CH2:23]1[O:24][CH2:25][CH2:26][CH2:27]1.[CH3:1][n:2]1[n:3][cH:4][cH:5][c:6]1-[c:7]1[cH:8][c:9]([C:12](=[O:13])[OH:14])[s:10][cH:11]1.[Cl:15][N:16]1[C:17](=[O:18])[CH2:19][CH2:20][C:21]1=[O:22]>>[CH3:1][n:2]1[n:3][cH:4][c:5]([Cl:15])[c:6]1-[c:7]1[cH:8][c:9]([C:12](=[O:13])[OH:14])[s:10][cH:11]1. Reactants: ClCC1=NC2=C(N1C)C=C(C(=C2OC)OC)OC (2-Chloromethyl-1-methyl-4,5,6-trimethoxy-benzimidazole), N1CCNCCC1 (homopiperazine). Product: CN1C(=NC2=C1C=C(C(=C2OC)OC)OC)CN2CCN(CCC2)CC2=NC1=C(N2C)C=C(C(=C1OC)OC)OC (N,N′-bis[(1-methyl-4,5,6-trimethoxybenzimidazol-2-yl)methyl]homopiperazine). RXN SMILES: Cl[CH2:2][C:3]1[N:7]([CH3:8])[C:6]2[CH:9]=[C:10]([O:17][CH3:18])[C:11]([O:15][CH3:16])=[C:12]([O:13][CH3:14])[C:5]=2[N:4]=1.[NH:19]1[CH2:25][CH2:24][CH2:23][NH:22][CH2:21][CH2:20]1>>[CH3:8][N:7]1[C:6]2[CH:9]=[C:10]([O:17][CH3:18])[C:11]([O:15][CH3:16])=[C:12]([O:13][CH3:14])[C:5]=2[N:4]=[C:3]1[CH2:2][N:19]1[CH2:25][CH2:24][CH2:23][N:22]([CH2:2][C:3]2[N:7]([CH3:8])[C:6]3[CH:9]=[C:10]([O:17][CH3:18])[C:11]([O:15][CH3:16])=[C:12]([O:13][CH3:14])[C:5]=3[N:4]=2)[CH2:21][CH2:20]1. Procedure: 2-Chloromethyl-1-methyl-4,5,6-trimethoxy-benzimidazole (75 mg) and homopiperazine (11 mg) were reacted in the same manner as in Example 1 to obtain the title compound as a free base. Starting materials: ClC1=C(C(=CC=C1C)Cl)NS(=O)(=O)C1=NNC(=N1)N (N-(3-(((2,6-dichloro-3-methylphenyl)amino)sulfonyl)-1H-1,2,4-triazol-5-yl)amine), C(CC(=O)Cl)(=O)Cl (malonyl chloride), O=P(Cl)(Cl)Cl (POCl3), C(CC(=O)Cl)(=O)Cl (malonyl chloride). The solvent is C(C)#N (acetonitrile). Reaction conditions: time 8 hour. The product is ClC1=NC=2N(C(=C1)Cl)N=C(N2)S(=O)(=O)NC2=C(C(=CC=C2Cl)C)Cl (5,7-Dichloro-N-(2,6-dichloro-3-methylphenyl)-1,2,4-triazolo[1,5-a]pyrimidine-2-sulfonamide). Yield: 73.0%. Reaction SMILES: [Cl:1][C:2]1[C:7]([CH3:8])=[CH:6][CH:5]=[C:4]([Cl:9])[C:3]=1[NH:10][S:11]([C:14]1[N:18]=[C:17]([NH2:19])[NH:16][N:15]=1)(=[O:13])=[O:12].[C:20]([Cl:26])(=O)[CH2:21][C:22]([Cl:24])=O.O=P(Cl)(Cl)Cl>C(#N)C>[Cl:24][C:22]1[CH:21]=[C:20]([Cl:26])[N:16]2[N:15]=[C:14]([S:11]([NH:10][C:3]3[C:4]([Cl:9])=[CH:5][CH:6]=[C:7]([CH3:8])[C:2]=3[Cl:1])(=[O:13])=[O:12])[N:18]=[C:17]2[N:19]=1. Procedure: To a stirred solution of 6.44 g (0.02 moles) of N-(3-(((2,6-dichloro-3-methylphenyl)amino)sulfonyl)-1H-1,2,4-triazol-5-yl)amine in 100 mL of dry acetonitrile was added 2.82 g (0.02 moles) of freshly distilled malonyl chloride. The mixture was stirred at room temperature overnight after which time some starting material remained. Additional malonyl chloride (0.56 g) was added and stirring was continued for 4 hrs. The reaction mixture was concentrated to dryness and the residue was slurried with P... Reactants: COc1cc2cc(C=Cc3ccccc3Cl)[nH]c2cc1OCc1ccccc1, [H-], CI, [Na+]. Product: COc1cc2cc(C=Cc3ccccc3Cl)n(C)c2cc1OCc1ccccc1. As a reaction SMILES: [CH2:1]([c:2]1[cH:3][cH:4][cH:5][cH:6][cH:7]1)[O:8][c:9]1[c:10]([O:27][CH3:28])[cH:11][c:12]2[cH:13][c:14]([CH:18]=[CH:19][c:20]3[c:21]([Cl:26])[cH:22][cH:23][cH:24][cH:25]3)[nH:15][c:16]2[cH:17]1.[H-:29].[I:31][CH3:32].[Na+:30]>>[CH2:1]([c:2]1[cH:3][cH:4][cH:5][cH:6][cH:7]1)[O:8][c:9]1[c:10]([O:27][CH3:28])[cH:11][c:12]2[cH:13][c:14]([CH:18]=[CH:19][c:20]3[c:21]([Cl:26])[cH:22][cH:23][cH:24][cH:25]3)[n:15]([CH3:32])[c:16]2[cH:17]1. Starting materials: ClCc1coc2cc(Oc3nc4ncccc4s3)ccc12, Cl, [H-], O=C1CCc2ccccc2N1, [Na+], CN(C)C=O. Product: O=C1CCc2ccccc2N1Cc1coc2cc(Oc3nc4ncccc4s3)ccc12. As a reaction SMILES: [Cl:15][CH2:16][c:17]1[cH:18][o:19][c:20]2[c:21]1[cH:22][cH:23][c:24]([O:26][c:27]1[s:28][c:29]3[c:30]([n:31][cH:32][cH:33][cH:34]3)[n:35]1)[cH:25]2.[ClH:14].[H-:2].[NH:3]1[C:4](=[O:13])[CH2:5][CH2:6][c:7]2[cH:8][cH:9][cH:10][cH:11][c:12]21.[Na+:1].[O:36]=[CH:37][N:38]([CH3:39])[CH3:40]>>[N:3]1([CH2:16][c:17]2[cH:18][o:19][c:20]3[c:21]2[cH:22][cH:23][c:24]([O:26][c:27]2[s:28][c:29]4[c:30]([n:31][cH:32][cH:33][cH:34]4)[n:35]2)[cH:25]3)[C:4](=[O:13])[CH2:5][CH2:6][c:7]2[cH:8][cH:9][cH:10][cH:11][c:12]21.